From a dataset of the Open Reaction Database (ORD), a public repository of structured organic reaction records. describe an organic reaction: reactants, conditions, products, and yield The reactants are BrC=1C=NC(=NC1)N1C[C@H](OCC1)CN1N=NC=2C1=NC(=CN2)C=2C=NN(C2)C ((S)-4-(5-bromopyrimidin-2-yl)-2-((6-(1-methyl-1H-pyrazol-4-yl)-1H-[1,2,3]triazolo[4,5-b]pyrazin-1-yl)methyl)morpholine), O1CCOCC1 (1,4-dioxane), FC1=C(CN2CCOCC2)C=CC(=C1)B1OC(C(O1)(C)C)(C)C (4-(2-fluoro-4-(4,4,5,5-tetramethyl-1,3,2-dioxaborolane-2-yl)benzyl)morpholine), C(=O)([O-])[O-].[K+].[K+] (K2CO3). The reagents and catalysts are C1=CC=C(C=C1)P([C-]2C=CC=C2)C3=CC=CC=C3.C1=CC=C(C=C1)P([C-]2C=CC=C2)C3=CC=CC=C3.Cl[Pd]Cl.[Fe+2] (Pd(dppf)2Cl2). Solvent: O (water). Reaction conditions: time 10 minute. Yields the product FC=1C=C(C=CC1CN1CCOCC1)C=1C=NC(=NC1)N1C[C@H](OCC1)CN1N=NC=2C1=NC(=CN2)C=2C=NN(C2)C ((S)-4-(5-(3-fluoro-4-(morpholinomethyl)phenyl)pyrimidin-2-yl)-2-((6-(1-methyl-1H-pyrazol-4-yl)-1H-[1,2,3]triazolo[4,5-b]pyrazin-1-yl)methyl)morpholine). Yield: 111.2%. As a reaction SMILES: Br[C:2]1[CH:3]=[N:4][C:5]([N:8]2[CH2:13][CH2:12][O:11][C@H:10]([CH2:14][N:15]3[C:19]4=[N:20][C:21]([C:24]5[CH:25]=[N:26][N:27]([CH3:29])[CH:28]=5)=[CH:22][N:23]=[C:18]4[N:17]=[N:16]3)[CH2:9]2)=[N:6][CH:7]=1.C([O-])([O-])=O.[K+].[K+].O1CCOCC1.[F:42][C:43]1[CH:55]=[C:54](B2OC(C)(C)C(C)(C)O2)[CH:53]=[CH:52][C:44]=1[CH2:45][N:46]1[CH2:51][CH2:50][O:49][CH2:48][CH2:47]1>C1C=CC(P(C2C=CC=CC=2)[C-]2C=CC=C2)=CC=1.C1C=CC(P(C2C=CC=CC=2)[C-]2C=CC=C2)=CC=1.Cl[Pd]Cl.[Fe+2].O>[F:42][C:43]1[CH:55]=[C:54]([C:2]2[CH:3]=[N:4][C:5]([N:8]3[CH2:13][CH2:12][O:11][C@H:10]([CH2:14][N:15]4[C:19]5=[N:20][C:21]([C:24]6[CH:25]=[N:26][N:27]([CH3:29])[CH:28]=6)=[CH:22][N:23]=[C:18]5[N:17]=[N:16]4)[CH2:9]3)=[N:6][CH:7]=2)[CH:53]=[CH:52][C:44]=1[CH2:45][N:46]1[CH2:47][CH2:48][O:49][CH2:50][CH2:51]1 |f:1.2.3,6.7.8.9|. Reported procedure: In a pressure tube reactor, (S)-4-(5-bromopyrimidin-2-yl)-2-((6-(1-methyl-1H-pyrazol-4-yl)-1H-[1,2,3]triazolo[4,5-b]pyrazin-1-yl)methyl)morpholine (40 mg, 0.08 mmol) was added, and then K2CO3 (36 mg, 0.26 mmol) was added. Pd(dppf)2Cl2 (4 mg, 0.004 mmol) was further added, and 1,4-dioxane (2 mL) and water (0.5 mL) were added. 4-(2-fluoro-4-(4,4,5,5-tetramethyl-1,3,2-dioxaborolane-2-yl)benzyl)morpholine (42 mg, 0.13 mmol) was added, and then stirred at room temperature under nitrogen gas for 10 mi... Starting materials: Cl (hydrochloric acid), C[O-].[Na+].CO (sodium methylate methanol), C(C)(=O)N1CCC(CC1)CC(=O)C1=CC=C(N)C=C1.FC(C(=O)[O-])(F)F (4-[(1-acetylpiperidin-4-yl)acetyl]aniline·trifluoroacetate), ClC=1C2=C(N=CN1)CCC2 (4-chloro-5,6-dihydro-7H-cyclopenta[d]pyrimidine). Procedure details: To 50 ml of chloroform were added 6.63 g of 4-[(1-acetylpiperidin-4-yl)acetyl]aniline·trifluoroacetate and 3.01 g of 4-chloro-5,6-dihydro-7H-cyclopenta[d]pyrimidine, and after adding 10 ml of a chloroform solution of hydrochloric acid (containing 0.6 g of hydrochloric acid), the mixture was reacted under reflux for 3 hours. After the reaction, a 28% sodium methylate-methanol solution was added to the reaction mixture under cooling to make it alkaline. After removing solid material, the filtrate ... The product is N1=CN=C(C2=C1CCC2)NC2=CC=C(C=C2)C(CC2CCN(CC2)C(C)=O)=O (N-(5,6-dihydro-7H-cyclopenta[d]pyrimidin-4-yl)-4-[(1-acetylpiperidin-4-yl)acetyl]aniline). The yield is 90.5%. RXN SMILES: [C:1]([N:4]1[CH2:9][CH2:8][CH:7]([CH2:10][C:11]([C:13]2[CH:19]=[CH:18][C:16]([NH2:17])=[CH:15][CH:14]=2)=[O:12])[CH2:6][CH2:5]1)(=[O:3])[CH3:2].FC(F)(F)C([O-])=O.Cl[C:28]1[C:29]2[CH2:36][CH2:35][CH2:34][C:30]=2[N:31]=[CH:32][N:33]=1.Cl.C[O-].[Na+].CO>C(Cl)(Cl)Cl>[N:31]1[C:30]2[CH2:34][CH2:35][CH2:36][C:29]=2[C:28]([NH:17][C:16]2[CH:15]=[CH:14][C:13]([C:11](=[O:12])[CH2:10][CH:7]3[CH2:8][CH2:9][N:4]([C:1](=[O:3])[CH3:2])[CH2:5][CH2:6]3)=[CH:19][CH:18]=2)=[N:33][CH:32]=1 |f:0.1,4.5.6|. The solvent is C(Cl)(Cl)Cl (chloroform), C(Cl)(Cl)Cl (chloroform). The reactants are I(=O)(=O)(=O)[O-].[Na+] (sodium periodate), I(=O)(=O)(=O)[O-].[Na+] (sodium periodate), COC(=O)C=1SC(=CC1N1C([C@H](OC[C@H]1C1CCCCC1)CC=C)=O)C#CC(C)(C)C (3-((2R,5R)-2-allyl-5-cyclohexyl-3-oxo-morpholin-4-yl)-5-(3,3-dimethyl-but-1-ynyl)-thiophene-2-carboxylic acid methyl ester), C[N+]1(CCOCC1)[O-] (N-methylmorpholine oxide), O (water). The product is COC(=O)C=1SC(=CC1N1C([C@H](OC[C@H]1C1CCCCC1)CC=O)=O)C#CC(C)(C)C (3-[(2R,5R)-5-Cyclohexyl-3-oxo-2-(2-oxo-ethyl)-morpholin-4-yl]-5-(3,3-dimethyl-but-1-ynyl)-thiophene-2-carboxylic acid methyl ester). Yield: 66.4%. The reagents and catalysts are [Os](=O)(=O)(=O)=O (osmium tetroxide). Solvent: CC(=O)C (acetone). RXN SMILES: [CH3:1][O:2][C:3]([C:5]1[S:6][C:7]([C:26]#[C:27][C:28]([CH3:31])([CH3:30])[CH3:29])=[CH:8][C:9]=1[N:10]1[C@H:15]([CH:16]2[CH2:21][CH2:20][CH2:19][CH2:18][CH2:17]2)[CH2:14][O:13][C@H:12]([CH2:22][CH:23]=C)[C:11]1=[O:25])=[O:4].C[N+]1([O-])CC[O:36]CC1.O.I([O-])(=O)(=O)=O.[Na+]>CC(C)=O.[Os](=O)(=O)(=O)=O>[CH3:1][O:2][C:3]([C:5]1[S:6][C:7]([C:26]#[C:27][C:28]([CH3:29])([CH3:30])[CH3:31])=[CH:8][C:9]=1[N:10]1[C@H:15]([CH:16]2[CH2:21][CH2:20][CH2:19][CH2:18][CH2:17]2)[CH2:14][O:13][C@H:12]([CH2:22][CH:23]=[O:36])[C:11]1=[O:25])=[O:4] |f:3.4|. Run at time 60 minute. Reported procedure: To a solution of 3-((2R,5R)-2-allyl-5-cyclohexyl-3-oxo-morpholin-4-yl)-5-(3,3-dimethyl-but-1-ynyl)-thiophene-2-carboxylic acid methyl ester (3.15 g, 7.10 mmol, 1.0 equiv) in acetone (40 mL) at 0° C. was added N-methylmorpholine oxide (2.51 g, 21.30 mmol, 3.0 equiv), water (14 mL) and osmium tetroxide (3.60 g, 2.5% wt in THF, 0.36 mmol, 0.05 equiv). The mixture was stirred at room temperature for 60 minutes. Acetone was removed under vacuum and the residue was partitioned between EtOAc (80 mL) an... Starting materials: C[Si](C)(C)[N-][Si](C)(C)C.[Li+] (lithium bis(trimethylsilyl)amide), C1(=CC=CC=C1)C(C1=CC=CC=C1)=NC1CC(CCC1)C(=O)OC (methyl 3-(diphenylmethyleneamino)cyclohexanecarboxylate), FC1=CC=C(CBr)C=C1 (4-fluorobenzylbromide). Run in O1CCCC1 (tetrahydrofuran), C1CCOC1 (THF), O1CCCC1 (tetrahydrofuran). Conditions: temperature -78 celsius, time 30 minute. The product is C1(=CC=CC=C1)C(C1=CC=CC=C1)=NC1CC(CCC1)(C(=O)OC)CC1=CC=C(C=C1)F (methyl 3-(diphenylmethyleneamino)-1-(4-fluorobenzyl)cyclohexanecarboxylate). As a reaction SMILES: C[Si]([N-][Si](C)(C)C)(C)C.[Li+].[C:11]1([C:17](=[N:24][CH:25]2[CH2:30][CH2:29][CH2:28][CH:27]([C:31]([O:33][CH3:34])=[O:32])[CH2:26]2)[C:18]2[CH:23]=[CH:22][CH:21]=[CH:20][CH:19]=2)[CH:16]=[CH:15][CH:14]=[CH:13][CH:12]=1.[F:35][C:36]1[CH:43]=[CH:42][C:39]([CH2:40]Br)=[CH:38][CH:37]=1>O1CCCC1>[C:11]1([C:17](=[N:24][CH:25]2[CH2:30][CH2:29][CH2:28][C:27]([CH2:40][C:39]3[CH:42]=[CH:43][C:36]([F:35])=[CH:37][CH:38]=3)([C:31]([O:33][CH3:34])=[O:32])[CH2:26]2)[C:18]2[CH:23]=[CH:22][CH:21]=[CH:20][CH:19]=2)[CH:16]=[CH:15][CH:14]=[CH:13][CH:12]=1 |f:0.1|. Procedure details: In a flask, lithium bis(trimethylsilyl)amide (LHMDS) (1M) in THF (2.83 mL, 2.83 mmol) was added to tetrahydrofuran (10 mL). The reaction mixture was cooled to −78° C., and then a solution of methyl 3-(diphenylmethyleneamino)cyclohexanecarboxylate (700 mg, 2.18 mmol) and tetrahydrofuran (1 mL) was added drop-wise to the reaction mixture at −78° C. The reaction was stirred at −78° C. for 30 minutes. Afterwards, 4-fluorobenzylbromide (0.402 mL, 3.27 mmol) was added, and the reaction was stirred for... Reactants: C1(=CC=CC=C1)P(C1=CC=CC=C1)C1=CC=CC=C1 (triphenylphosphine), BrCCCBr (1,3-dibromopropane). Run in C=1(C(=CC=CC1)C)C (xylene). Conditions: temperature 130 celsius. The product is [Br-].BrCCC[P+](C1=CC=CC=C1)(C1=CC=CC=C1)C1=CC=CC=C1 ((3-bromopropyl)triphenylphosphonium bromide). Reaction SMILES: [C:1]1([P:7]([C:14]2[CH:19]=[CH:18][CH:17]=[CH:16][CH:15]=2)[C:8]2[CH:13]=[CH:12][CH:11]=[CH:10][CH:9]=2)[CH:6]=[CH:5][CH:4]=[CH:3][CH:2]=1.[Br:20][CH2:21][CH2:22][CH2:23]Br>C1(C)C(C)=CC=CC=1>[Br-:20].[Br:20][CH2:21][CH2:22][CH2:23][P+:7]([C:1]1[CH:2]=[CH:3][CH:4]=[CH:5][CH:6]=1)([C:8]1[CH:13]=[CH:12][CH:11]=[CH:10][CH:9]=1)[C:14]1[CH:15]=[CH:16][CH:17]=[CH:18][CH:19]=1 |f:3.4|. Procedure: Into a one-liter 3-necked flask equipped with stirrer, condenser, addition funnel, and thermometer there was charged 500 ml xylene and 100 g. triphenylphosphine. There was slowly added 77 grams of 1,3-dibromopropane to the stirred solution at 130° C. After heating for 20 hours at 130° C., the resulting suspension was cooled and filtered to give 131.2 g of (3-bromopropyl)triphenylphosphonium bromide (M.P. 229°-30° C.).